From a dataset of the Open Reaction Database (ORD), a public repository of structured organic reaction records. describe an organic reaction: reactants, conditions, products, and yield Reactants: ONC(CC1=CC=C(C=C1)CCCCC1=CC=CC=C1)=O (N-hydroxy-2-(4-(4-phenylbutyl)phenyl)acetamide), C=1C=CC2=C(C1)N=NN2O (HOBt), C(CCl)Cl (EDC), C(C)(C)(C)OC(=O)NC1(CC1)C(=O)O (1-(tert-butoxycarbonylamino)cyclopropanecarboxylic acid). Run in CN(C)C=O (DMF). Run at time 8 hour. Product: C(C)(C)(C)OC(NC1(CC1)C(=O)NC(CC1=CC=C(C=C1)CCCCC1=CC=CC=C1)=O)=O (tert-butyl-1-((2-(4-(4-phenylbutyl)phenyl)acetamidooxy)carbonyl)cyclopropylcarbamate). As a reaction SMILES: O[NH:2][C:3](=[O:21])[CH2:4][C:5]1[CH:10]=[CH:9][C:8]([CH2:11][CH2:12][CH2:13][CH2:14][C:15]2[CH:20]=[CH:19][CH:18]=[CH:17][CH:16]=2)=[CH:7][CH:6]=1.[C:22]([O:26][C:27]([NH:29][C:30]1([C:33](O)=[O:34])[CH2:32][CH2:31]1)=[O:28])([CH3:25])([CH3:24])[CH3:23].C1C=CC2N(O)N=NC=2C=1.C(Cl)CCl>CN(C=O)C>[C:22]([O:26][C:27](=[O:28])[NH:29][C:30]1([C:33]([NH:2][C:3](=[O:21])[CH2:4][C:5]2[CH:10]=[CH:9][C:8]([CH2:11][CH2:12][CH2:13][CH2:14][C:15]3[CH:20]=[CH:19][CH:18]=[CH:17][CH:16]=3)=[CH:7][CH:6]=2)=[O:34])[CH2:31][CH2:32]1)([CH3:25])([CH3:23])[CH3:24]. Procedure: N-hydroxy-2-(4-(4-phenylbutyl)phenyl)acetamide 174 (1 equiv, 156 mg, 0.55 mmol) was dissolved in DMF (3 mL). 1-(tert-butoxycarbonylamino)cyclopropanecarboxylic acid (1.5 equiv, 166 mg, 0.83 mmol) was then added followed by the sequential addition of HOBt (1 equiv, 74 mg, 0.55 mmol) and EDC (1.5 equiv, 158 mg, 0.83 mmol). The reaction was then stirred overnight. The reaction was then partitioned between EtOAc (5 mL) and H2O (5 mL). The organic phase was separated, dried over Na2SO4, filtered and ... Starting materials: C1(CC1)N (cyclopropylamine), ClC1=C(C(=O)C(C(=O)OCC)=COCC)C=C(C(=C1)Cl)F (ethyl 2-(2,4-dichloro-5-fluorobenzoyl)-3-ethoxyacrylate). The solvent is C(C)O (ethanol). Conditions: time 1 hour. Yields the product ClC1=C(C(=O)C(C(=O)OCC)=CNC2CC2)C=C(C(=C1)Cl)F (ethyl 2-(2,4-dichloro-5-fluorobenzoyl)-3-cyclopropylaminoacrylate). The yield is 89.0%. As a reaction SMILES: [CH:1]1([NH2:4])[CH2:3][CH2:2]1.[Cl:5][C:6]1[CH:23]=[C:22]([Cl:24])[C:21]([F:25])=[CH:20][C:7]=1[C:8]([C:10](=[CH:16]OCC)[C:11]([O:13][CH2:14][CH3:15])=[O:12])=[O:9]>C(O)C>[Cl:5][C:6]1[CH:23]=[C:22]([Cl:24])[C:21]([F:25])=[CH:20][C:7]=1[C:8]([C:10](=[CH:16][NH:4][CH:1]1[CH2:3][CH2:2]1)[C:11]([O:13][CH2:14][CH3:15])=[O:12])=[O:9]. Procedure details: 4.3 g of cyclopropylamine are added dropwise, with cooling in ice and stirring, to a solution of 24.9 g of ethyl 2-(2,4-dichloro-5-fluorobenzoyl)-3-ethoxyacrylate (5) in 80 ml of ethanol. When the exothermic reaction has moderated, the mixture is stirred at room temperature for 1 hour, the solvent is removed in vacuo and the residue is recyrstallised from cyclohexane/petroleum ether. 22.9 g of ethyl 2-(2,4-dichloro-5-fluorobenzoyl)-3-cyclopropylaminoacrylate (6) of melting point 89°-90° C. are o... The reactants are NC=1C=C(C=C(C1)C)C1=CN=C(S1)N1CC(NCCC1)=O (4-[5-(3-amino-5-methylphenyl)-1,3-thiazol-2-yl]-1,4-diazepan-2-one), NC=1C=C(C=C(C1)C)C1=CN=C(S1)N1CC(NCCC1)=O (4-[5-(3-amino-5-methylphenyl)-1,3-thiazol-2-yl]-1,4-diazepan-2-one), ClC1=NC=CC(=N1)O[C@H]1CN(CC1)C(=O)OC(C)(C)C (tert-butyl (3R)-3-[(2-chloropyrimidin-4-yl)oxy]pyrrolidine-1-carboxylate), CC(=O)O (AcOH), resultant mixture, CC(=O)O (AcOH), CC(=O)O (AcOH). The solvent is O1CCOCC1 (dioxane), C([O-])(O)=O.[Na+] (sodium bicarbonate). Conditions: temperature 120 celsius, time 8 hour. Yields the product ethyl acetate hexanes, CC=1C=C(C=C(C1)C1=CN=C(S1)N1CC(NCCC1)=O)NC1=NC=CC(=N1)O[C@H]1CN(CC1)C(=O)OC(C)(C)C (tert-butyl (3R)-3-{[2-({3-methyl-5-[2-(3-oxo-1,4-diazepan-1-yl)-1,3-thiazol-5-yl]phenyl}amino)pyrimidin-4-yl]oxy}pyrrolidine-1-carboxylate). The yield is 25.5%. RXN SMILES: [NH2:1][C:2]1[CH:3]=[C:4]([C:9]2[S:13][C:12]([N:14]3[CH2:20][CH2:19][CH2:18][NH:17][C:16](=[O:21])[CH2:15]3)=[N:11][CH:10]=2)[CH:5]=[C:6]([CH3:8])[CH:7]=1.Cl[C:23]1[N:28]=[C:27]([O:29][C@@H:30]2[CH2:34][CH2:33][N:32]([C:35]([O:37][C:38]([CH3:41])([CH3:40])[CH3:39])=[O:36])[CH2:31]2)[CH:26]=[CH:25][N:24]=1.CC(O)=O>O1CCOCC1.C(=O)(O)[O-].[Na+]>[CH3:8][C:6]1[CH:7]=[C:2]([NH:1][C:23]2[N:28]=[C:27]([O:29][C@@H:30]3[CH2:34][CH2:33][N:32]([C:35]([O:37][C:38]([CH3:41])([CH3:40])[CH3:39])=[O:36])[CH2:31]3)[CH:26]=[CH:25][N:24]=2)[CH:3]=[C:4]([C:9]2[S:13][C:12]([N:14]3[CH2:20][CH2:19][CH2:18][NH:17][C:16](=[O:21])[CH2:15]3)=[N:11][CH:10]=2)[CH:5]=1 |f:4.5|. Procedure details: To a stirred solution of the 4-[5-(3-amino-5-methylphenyl)-1,3-thiazol-2-yl]-1,4-diazepan-2-one (Intermediate XX, 165 mg, 0.55 mmol) and tert-butyl (3R)-3-[(2-chloropyrimidin-4-yl)oxy]pyrrolidine-1-carboxylate (164 mg, 0.55 mmol) in dioxane (2.7 ml) was added AcOH (66 μl, 1.15 mmol). The mixture was heated to 120° C. for 5 h, treated with additional portion of AcOH (66 μl, 1.15 mmol), and left to stir overnight. Additional AcOH (66 μl, 1.15 mmol) was then added and the resultant mixture was left... Reactants: BrC=1C=CC=2N(C3=CC=C(C=C3C2C1)Br)C1=CC=CC=C1 (3,6-dibromo-9-phenyl-9H-carbazole), C1(=C(C=CC=C1)B(O)O)C1=CC=CC=C1 (biphenyl-2-ylboronic acid), C(=O)([O-])[O-].[Na+].[Na+] (Na2CO3), CCO (EtOH). Reagents/catalysts: C=1C=CC(=CC1)[P](C=2C=CC=CC2)(C=3C=CC=CC3)[Pd]([P](C=4C=CC=CC4)(C=5C=CC=CC5)C=6C=CC=CC6)([P](C=7C=CC=CC7)(C=8C=CC=CC8)C=9C=CC=CC9)[P](C=1C=CC=CC1)(C=1C=CC=CC1)C=1C=CC=CC1 (Pd(PPh3)4). Solvent: C1(=CC=CC=C1)C (toluene). Run at temperature 100 celsius. The product is C1(=C(C=CC=C1)C=1C=CC=2N(C3=CC=C(C=C3C2C1)Br)C1=CC=CC=C1)C1=CC=CC=C1 (3-(biphenyl-2-yl)-6-bromo-9-phenyl-9H-carbazole). The yield is 42.0%. Reaction SMILES: Br[C:2]1[CH:3]=[CH:4][C:5]2[N:6]([C:16]3[CH:21]=[CH:20][CH:19]=[CH:18][CH:17]=3)[C:7]3[C:12]([C:13]=2[CH:14]=1)=[CH:11][C:10]([Br:15])=[CH:9][CH:8]=3.[C:22]1([C:31]2[CH:36]=[CH:35][CH:34]=[CH:33][CH:32]=2)[CH:27]=[CH:26][CH:25]=[CH:24][C:23]=1B(O)O.C([O-])([O-])=O.[Na+].[Na+].CCO>C1C=CC([P]([Pd]([P](C2C=CC=CC=2)(C2C=CC=CC=2)C2C=CC=CC=2)([P](C2C=CC=CC=2)(C2C=CC=CC=2)C2C=CC=CC=2)[P](C2C=CC=CC=2)(C2C=CC=CC=2)C2C=CC=CC=2)(C2C=CC=CC=2)C2C=CC=CC=2)=CC=1.C1(C)C=CC=CC=1>[C:22]1([C:31]2[CH:32]=[CH:33][CH:34]=[CH:35][CH:36]=2)[CH:27]=[CH:26][CH:25]=[CH:24][C:23]=1[C:2]1[CH:3]=[CH:4][C:5]2[N:6]([C:16]3[CH:17]=[CH:18][CH:19]=[CH:20][CH:21]=3)[C:7]3[C:12]([C:13]=2[CH:14]=1)=[CH:11][C:10]([Br:15])=[CH:9][CH:8]=3 |f:2.3.4,^1:49,51,70,89|. Procedure details: A mixture of 40.1 g (100 mmol) of 3,6-dibromo-9-phenyl-9H-carbazole, 21.8 g (110 mmol) of biphenyl-2-ylboronic acid, 2.31 g (2 mmol) of Pd(PPh3)4, 75 ml of 2M Na2CO3, 150 ml of EtOH and 300 ml toluene was degassed and placed under nitrogen, and then heated at 100° C. for 12 h. After finishing the reaction, the mixture was allowed to cool to room temperature. The organic layer was extracted with ethyl acetate and water, dried with anhydrous magnesium sulfate, the solvent was removed and the resid... The reactants are [OH-].[K+] (KOH), BrC=1C=NC(=NC1)NC1=CC=C(C=C1)CC(=O)N(C)OC (2-(4-(5-bromopyrimidin-2-ylamino)phenyl)-N-methoxy-N-methylacetamide), C=O (paraformaldehyde), [O-]CC.[Na+] (sodium ethoxide). Run in O (H2O), CCO (EtOH), CS(=O)C (DMSO). Reaction conditions: time 1 hour. Yields the product BrC=1C=NC(=NC1)NC1=CC=C(C=C1)C(C(=O)O)CO (2-(4-(5-bromopyrimidin-2-ylamino)phenyl)-3-hydroxypropanoic acid). Reaction SMILES: [Br:1][C:2]1[CH:3]=[N:4][C:5]([NH:8][C:9]2[CH:14]=[CH:13][C:12]([CH2:15][C:16](N(OC)C)=[O:17])=[CH:11][CH:10]=2)=[N:6][CH:7]=1.C=[O:23].[O-:24][CH2:25]C.[Na+].[OH-].[K+]>CS(C)=O.O.CCO>[Br:1][C:2]1[CH:7]=[N:6][C:5]([NH:8][C:9]2[CH:10]=[CH:11][C:12]([CH:15]([CH2:16][OH:17])[C:25]([OH:24])=[O:23])=[CH:13][CH:14]=2)=[N:4][CH:3]=1 |f:2.3,4.5|. Procedure: 2-(4-(5-Bromopyrimidin-2-ylamino)phenyl)-N-methoxy-N-methylacetamide 23 (2.0 mmol), paraformaldehyde (6.0 mmol) and sodium ethoxide (12.0 mmol) are dissolved in DMSO (10 mL). The reaction mixture is stirred at rt for 1 h. Then a solution of KOH (12.0 mmol) in H2O (5.0 mL) and EtOH (5.0 mL) is added. The reaction mixture is heated at 50° C. for 5 h. After the reaction is completed, the reaction mixture is washed with DCM (50 mL). The aqueous phase is acidified to pH ˜5 and extracted with DCM (2×5...